This data is from the Open Reaction Database (ORD), a public repository of structured organic reaction records. The task is: describe an organic reaction: reactants, conditions, products, and yield The reactants are CC(C)(C)OC(=O)COc1cccc2c1CCCC2O, Cc1ccccc1, C1CCC2=NCCCN2CC1, O, [N-]=[N+]=NP(=O)(c1ccccc1)c1ccccc1. The product is CC(C)(C)OC(=O)COc1cccc2c1CCCC2N=[N+]=[N-]. As a reaction SMILES: [C:1]([CH3:2])([CH3:3])([CH3:4])[O:5][C:6]([CH2:7][O:8][c:9]1[cH:10][cH:11][cH:12][c:13]2[c:18]1[CH2:17][CH2:16][CH2:15][CH:14]2[OH:19])=[O:20].[CH3:50][c:51]1[cH:52][cH:53][cH:54][cH:55][cH:56]1.[N:38]12[CH2:39][CH2:40][CH2:41][N:42]=[C:43]1[CH2:44][CH2:45][CH2:46][CH2:47][CH2:48]2.[OH2:49].[c:21]1([P:22]([c:23]2[cH:24][cH:25][cH:26][cH:27][cH:28]2)(=[O:29])[N:35]=[N+:36]=[N-:37])[cH:30][cH:31][cH:32][cH:33][cH:34]1>>[C:1]([CH3:2])([CH3:3])([CH3:4])[O:5][C:6]([CH2:7][O:8][c:9]1[cH:10][cH:11][cH:12][c:13]2[c:18]1[CH2:17][CH2:16][CH2:15][CH:14]2[N:35]=[N+:36]=[N-:37])=[O:20]. The reactants are OC1=C(C=C(C=C1C)C)B(O)O (2-hydroxy-3,5-dimethylphenylboronic acid), BrC1(C=CC=C(N1)C1=NC=CC=C1)Br (6,6-dibromo-2,2′-bipyridyl), C([O-])([O-])=O.[Na+].[Na+] (sodium carbonate). Reagents/catalysts: [Pd].C1(=CC=CC=C1)P(C1=CC=CC=C1)C1=CC=CC=C1.C1(=CC=CC=C1)P(C1=CC=CC=C1)C1=CC=CC=C1.C1(=CC=CC=C1)P(C1=CC=CC=C1)C1=CC=CC=C1.C1(=CC=CC=C1)P(C1=CC=CC=C1)C1=CC=CC=C1 (tetrakis(triphenylphosphine) palladium). The solvent is COCCOC (ethylene glycol dimethyl ether). Yields the product OC1=C(C=C(C=C1C)C)C1=C(C(=NC=C1)C1=NC=CC=C1)C1=C(C(=CC(=C1)C)C)O (Bis(2-hydroxy-3,5-dimethylphenyl)-2,2′-bipyridine). Yield: 68.0%. RXN SMILES: [OH:1][C:2]1[C:7]([CH3:8])=[CH:6][C:5]([CH3:9])=[CH:4][C:3]=1B(O)O.Br[C:14]1(Br)[NH:19][C:18]([C:20]2[CH:25]=[CH:24][CH:23]=[CH:22][N:21]=2)=[CH:17][CH:16]=[CH:15]1.[C:27](=[O:30])([O-])[O-].[Na+].[Na+]>COCCOC.[Pd].C1(P(C2C=CC=CC=2)C2C=CC=CC=2)C=CC=CC=1.C1(P(C2C=CC=CC=2)C2C=CC=CC=2)C=CC=CC=1.C1(P(C2C=CC=CC=2)C2C=CC=CC=2)C=CC=CC=1.C1(P(C2C=CC=CC=2)C2C=CC=CC=2)C=CC=CC=1>[OH:1][C:2]1[C:7]([CH3:8])=[CH:6][C:5]([CH3:9])=[CH:4][C:3]=1[C:16]1[CH:15]=[CH:14][N:19]=[C:18]([C:20]2[CH:25]=[CH:24][CH:23]=[CH:22][N:21]=2)[C:17]=1[C:7]1[CH:6]=[C:5]([CH3:9])[CH:4]=[C:3]([CH3:2])[C:27]=1[OH:30] |f:2.3.4,6.7.8.9.10|. Procedure: Bis(2-hydroxy-3,5-dimethylphenyl)-2,2′-bipyridine was prepared by reaction of 2-hydroxy-3,5-dimethylphenylboronic acid (321 mg, 1.92 mmol) with 6,6-dibromo-2,2′-bipyridyl (260 mg, 0.82 mmol), sodium carbonate (2N solution, 2 ml) and tetrakis(triphenylphosphine) palladium (20 mg) in ethylene glycol dimethyl ether (8 ml) at reflux under nitrogen for 88 hours. The solid was filtered from the cooled reaction and washed with acetone and water to give the desired product as a yellow solid (220 mg, 68%... Starting materials: CCc1ccc(C(=O)OC)cc1C#N, CO, [Na+], [OH-], O. Yields the product CCc1ccc(C(=O)O)cc1C#N. RXN SMILES: [C:1](#[N:2])[c:3]1[cH:4][c:5]([C:6](=[O:7])[O:8][CH3:9])[cH:10][cH:11][c:12]1[CH2:13][CH3:14].[CH3:17][OH:18].[Na+:16].[OH-:15].[OH2:19]>>[C:1](#[N:2])[c:3]1[cH:4][c:5]([C:6](=[O:7])[OH:8])[cH:10][cH:11][c:12]1[CH2:13][CH3:14]. Starting materials: C1CCOC1, CON(C)C(=O)C1CN(C(=O)OC(C)(C)C)CCO1, COCCCC[Mg+], [Cl-]. The product is COCCCCC(=O)C1CN(C(=O)OC(C)(C)C)CCO1. RXN SMILES: [CH2:28]1[O:29][CH2:30][CH2:31][CH2:32]1.[CH3:1][O:2][N:3]([C:4](=[O:5])[CH:6]1[O:7][CH2:8][CH2:9][N:10]([C:12](=[O:13])[O:14][C:15]([CH3:16])([CH3:17])[CH3:18])[CH2:11]1)[CH3:19].[CH3:21][O:22][CH2:23][CH2:24][CH2:25][CH2:26][Mg+:27].[Cl-:20]>>[C:4](=[O:5])([CH:6]1[O:7][CH2:8][CH2:9][N:10]([C:12](=[O:13])[O:14][C:15]([CH3:16])([CH3:17])[CH3:18])[CH2:11]1)[CH2:26][CH2:25][CH2:24][CH2:23][O:22][CH3:21].